Dataset: the Open Reaction Database (ORD), a public repository of structured organic reaction records. Task: describe an organic reaction: reactants, conditions, products, and yield Reactants: CC(C)(C)[SiH2]OC(C)(C)c1nc(COS(C)(=O)=O)co1, CC(C)=O, [K+], [K+], O=[N+]([O-])c1cn[nH]c1, N#N, O=C([O-])[O-]. Product: CC(C)(C)[SiH2]OC(C)(C)c1nc(Cn2cc([N+](=O)[O-])cn2)co1. Reaction SMILES: [C:3]([CH3:4])([CH3:5])([CH3:6])[SiH2:7][O:8][C:9]([c:10]1[o:11][cH:12][c:13]([CH2:15][O:16][S:17]([CH3:18])(=[O:19])=[O:20])[n:14]1)([CH3:21])[CH3:22].[CH3:37][C:38](=[O:39])[CH3:40].[K+:31].[K+:32].[N+:23](=[O:24])([O-:25])[c:26]1[cH:27][n:28][nH:29][cH:30]1.[N:1]#[N:2].[O-:33][C:34]([O-:35])=[O:36]>>[C:3]([CH3:4])([CH3:5])([CH3:6])[SiH2:7][O:8][C:9]([c:10]1[o:11][cH:12][c:13]([CH2:15][n:28]2[cH:27][c:26]([N+:23](=[O:24])[O-:25])[cH:30][n:29]2)[n:14]1)([CH3:21])[CH3:22]. Reactants: CC1=C(SC2=C1N=C(N=C2N2CCOCC2)[Sn](CCCC)(CCCC)CCCC)CN2CCN(CC2)C(C(=O)N)(C)C (2-[4-(7-methyl-4-morpholin-4-yl-2-(tributylstannanyl)thieno[3,2-d]pyrimidin-6-ylmethyl)piperazin-1-yl]isobutyramide), C(C)(C)(C)OC(=O)N1C=CC=2C1=NC=CC2Br (4-bromo-pyrrolo[2,3-b]pyridine-1-carboxylic acid tert-butylester), Pd(Ph3)4. The reagents and catalysts are [Cu]I (CuI). Solvent: C1(=CC=CC=C1)C (toluene). Reaction conditions: time 2 hour. Yields the product CC(C(=O)N)(C)N1CCN(CC1)CC1=C(C=2N=C(N=C(C2S1)N1CCOCC1)C1=C2C(=NC=C1)NC=C2)C (2-methyl-2-(4-((7-methyl-4-morpholino-2-(1H-pyrrolo[2,3-b]pyridin-4-yl)thieno[3,2-d]pyrimidin-6-yl)methyl)piperazin-1-yl)propanamide). Isolated yield 24.0%. Reaction SMILES: [CH3:1][C:2]1[C:6]2[N:7]=[C:8]([Sn](CCCC)(CCCC)CCCC)[N:9]=[C:10]([N:11]3[CH2:16][CH2:15][O:14][CH2:13][CH2:12]3)[C:5]=2[S:4][C:3]=1[CH2:30][N:31]1[CH2:36][CH2:35][N:34]([C:37]([CH3:42])([CH3:41])[C:38]([NH2:40])=[O:39])[CH2:33][CH2:32]1.C(OC([N:50]1[C:54]2=[N:55][CH:56]=[CH:57][C:58](Br)=[C:53]2[CH:52]=[CH:51]1)=O)(C)(C)C>C1(C)C=CC=CC=1.[Cu]I>[CH3:42][C:37]([N:34]1[CH2:35][CH2:36][N:31]([CH2:30][C:3]2[S:4][C:5]3[C:10]([N:11]4[CH2:16][CH2:15][O:14][CH2:13][CH2:12]4)=[N:9][C:8]([C:58]4[CH:57]=[CH:56][N:55]=[C:54]5[NH:50][CH:51]=[CH:52][C:53]=45)=[N:7][C:6]=3[C:2]=2[CH3:1])[CH2:32][CH2:33]1)([CH3:41])[C:38]([NH2:40])=[O:39]. Reported procedure: A mixture of 2-[4-(7-methyl-4-morpholin-4-yl-2-(tributylstannanyl)thieno[3,2-d]pyrimidin-6-ylmethyl)piperazin-1-yl]isobutyramide (200 mg, 0.28 mmol), 4-bromo-pyrrolo[2,3-b]pyridine-1-carboxylic acid tert-butylester (100 mg, 0.34 mmol), Pd(Ph3)4 (33 mg, 0.028 mmol) and CuI (65 mg, 0.34 mmol) in toluene (5 mL) was purged with argon, then subjected to microwave irradiation at 140° C. for 30 min. The reaction mixture was loaded onto an Isolute® SCX-2 cartridge. The cartridge was washed with MeOH and... The reactants are CCOc1ccc(-c2ccc(C=O)cc2)c(F)c1F, CCOC(=O)CP(=O)(OCC)OCC, Cc1ccccc1, CC[O-], CCO, [Na+], O. Yields the product CCOC(=O)CCc1ccc(-c2ccc(OCC)c(F)c2F)cc1. Reaction SMILES: [CH2:1]([CH3:2])[O:3][c:4]1[c:5]([F:19])[c:6]([F:18])[c:7](-[c:10]2[cH:11][cH:12][c:13]([CH:16]=[O:17])[cH:14][cH:15]2)[cH:8][cH:9]1.[CH2:20]([O:21][P:22]([O:23][CH2:24][CH3:25])(=[O:26])[CH2:28][C:29](=[O:30])[O:31][CH2:32][CH3:33])[CH3:27].[CH3:34][c:35]1[cH:36][cH:37][cH:38][cH:39][cH:40]1.[CH3:42][CH2:43][O-:44].[CH3:45][CH2:46][OH:47].[Na+:41].[OH2:48]>>[CH2:1]([CH3:2])[O:3][c:4]1[c:5]([F:19])[c:6]([F:18])[c:7](-[c:10]2[cH:11][cH:12][c:13]([CH2:16][CH2:28][C:29](=[O:30])[O:31][CH2:32][CH3:33])[cH:14][cH:15]2)[cH:8][cH:9]1. Reactants: O=C(CBr)c1ccccc1, CC#N, O=C(OC(c1cccc(F)c1)c1cccc(F)c1)C1CN2CCC1CC2. Yields the product [Br-], O=C(C[N+]12CCC(CC1)C(C(=O)OC(c1cccc(F)c1)c1cccc(F)c1)C2)c1ccccc1. Reaction SMILES: [Br:27][CH2:28][C:29](=[O:30])[c:31]1[cH:32][cH:33][cH:34][cH:35][cH:36]1.[CH3:37][C:38]#[N:39].[N:1]12[CH2:2][CH:3]([C:9](=[O:10])[O:11][CH:12]([c:13]3[cH:14][c:15]([F:19])[cH:16][cH:17][cH:18]3)[c:20]3[cH:21][c:22]([F:26])[cH:23][cH:24][cH:25]3)[CH:4]([CH2:5][CH2:6]1)[CH2:7][CH2:8]2>>[Br-:27].[N+:1]12([CH2:28][C:29](=[O:30])[c:31]3[cH:32][cH:33][cH:34][cH:35][cH:36]3)[CH2:2][CH:3]([C:9](=[O:10])[O:11][CH:12]([c:13]3[cH:14][c:15]([F:19])[cH:16][cH:17][cH:18]3)[c:20]3[cH:21][c:22]([F:26])[cH:23][cH:24][cH:25]3)[CH:4]([CH2:5][CH2:6]1)[CH2:7][CH2:8]2. Reactants: COC(=O)c1cc(Cl)cc2c1OCCCO2, Cl, [K+], [OH-], O. The product is O=C(O)c1cc(Cl)cc2c1OCCCO2. RXN SMILES: [Cl:1][c:2]1[cH:3][c:4]([C:13](=[O:14])[O:15][CH3:16])[c:5]2[c:6]([cH:12]1)[O:7][CH2:8][CH2:9][CH2:10][O:11]2.[ClH:19].[K+:18].[OH-:17].[OH2:20]>>[Cl:1][c:2]1[cH:3][c:4]([C:13](=[O:14])[OH:15])[c:5]2[c:6]([cH:12]1)[O:7][CH2:8][CH2:9][CH2:10][O:11]2. The reactants are [N+](=O)([O-])C1=C(CCl)C=CC=C1 (o-nitrobenzyl chloride), CN1CCNCC1 (N-methyl piperazine), C([O-])([O-])=O.[K+].[K+] (potassium carbonate). The solvent is C(C)O (ethanol). The product is CN1CCN(CC1)CC1=C(C=CC=C1)[N+](=O)[O-] (N1 -methyl-N4 -(2-nitrobenzyl)piperazine). As a reaction SMILES: [CH3:1][N:2]1[CH2:7][CH2:6][NH:5][CH2:4][CH2:3]1.C(=O)([O-])[O-].[K+].[K+].[N+:14]([C:17]1[CH:24]=[CH:23][CH:22]=[CH:21][C:18]=1[CH2:19]Cl)([O-:16])=[O:15]>C(O)C>[CH3:1][N:2]1[CH2:7][CH2:6][N:5]([CH2:19][C:18]2[CH:21]=[CH:22][CH:23]=[CH:24][C:17]=2[N+:14]([O-:16])=[O:15])[CH2:4][CH2:3]1 |f:1.2.3|. Procedure: In 20 volume parts of ethanol is dissolved 2.16 parts of o-nitrobenzyl chloride, followed by the addition of 1.02 parts of N-methyl piperazine and 1.3 parts of potassium carbonate. The mixture is reacted under reflux for 1 hour. The reaction mixture is then filtered and the solvent is removed from the filtrate by distillation under reduced pressure. The residue is extracted with water-ether (1:1). The ethereal layer is taken and dried over anhydrous sodium sulfate and the solvent is then distill... Reactants: Cc1nc(N2CCCC(Br)C2=O)sc1C(=O)NCc1ccccc1, NCc1ccc(C(F)(F)F)cc1. Product: Cc1nc(N2CCCC(NCc3ccc(C(F)(F)F)cc3)C2=O)sc1C(=O)NCc1ccccc1. RXN SMILES: [CH2:13]([c:14]1[cH:15][cH:16][cH:17][cH:18][cH:19]1)[NH:20][C:21](=[O:22])[c:23]1[c:24]([CH3:36])[n:25][c:26]([N:28]2[C:29](=[O:35])[CH:30]([Br:34])[CH2:31][CH2:32][CH2:33]2)[s:27]1.[F:1][C:2]([c:3]1[cH:4][cH:5][c:6]([CH2:9][NH2:10])[cH:7][cH:8]1)([F:11])[F:12]>>[F:1][C:2]([c:3]1[cH:4][cH:5][c:6]([CH2:9][NH:10][CH:30]2[C:29](=[O:35])[N:28]([c:26]3[n:25][c:24]([CH3:36])[c:23]([C:21]([NH:20][CH2:13][c:14]4[cH:15][cH:16][cH:17][cH:18][cH:19]4)=[O:22])[s:27]3)[CH2:33][CH2:32][CH2:31]2)[cH:7][cH:8]1)([F:11])[F:12].